From a dataset of the Open Reaction Database (ORD), a public repository of structured organic reaction records. describe an organic reaction: reactants, conditions, products, and yield Reactants: COC(=O)C1=CC=CC=2NC(=NC21)N (2-amino-1H-benzoimidazole-4-carboxylic acid methyl ester), COC(=O)C1=CC=CC=2NC(=NC21)N (2-amino-1H-benzoimidazole-4-carboxylic acid methyl ester), COC(C1=C(C(=CC(=C1)C)[N+](=O)[O-])N)=O (2-amino-5-methyl-3-nitrobenzoic acid methyl ester). The product is COC(=O)C1=CC(=CC=2NC(=NC21)N)CCC (2-amino-6-propyl-1H-benzoimidazole-4-carboxylic acid methyl ester). Isolated yield 85.0%. As a reaction SMILES: [CH3:1][O:2][C:3]([C:5]1[C:13]2[N:12]=[C:11]([NH2:14])[NH:10][C:9]=2[CH:8]=[CH:7][CH:6]=1)=[O:4].CO[C:17](=O)[C:18]1C=C(C)C=C([N+]([O-])=O)[C:19]=1N>>[CH3:1][O:2][C:3]([C:5]1[C:13]2[N:12]=[C:11]([NH2:14])[NH:10][C:9]=2[CH:8]=[C:7]([CH2:17][CH2:18][CH3:19])[CH:6]=1)=[O:4]. Procedure: 0.3 g (85% overall yield) 2-amino-6-propyl-1H-benzoimidazole-4-carboxylic acid methyl ester was synthesized according to procedures described for the synthesis of 2-Amino-1H-benzoimidazole-4-carboxylic acid methyl ester (intermediate A) starting from 0.35 g (1.5 mmol) of above synthesized 2-amino-5-methyl-3-nitrobenzoic acid methyl ester. LCMS: 234 (M+1)+.